From a dataset of the Open Reaction Database (ORD), a public repository of structured organic reaction records. describe an organic reaction: reactants, conditions, products, and yield Reactants: [I-].C[S+](=O)(C)C (trimethylsulfoxonium iodide), N=1SC=C2C1C=CC=C2/C=C/C(=O)OCC (ethyl(2E)-3-(2,1-benzisothiazol-4-yl)acrylate), O (Water), [H-].[Na+] (sodium hydride). Run in CS(=O)C (dimethyl sulfoxide), CS(=O)C (dimethyl sulfoxide), CS(=O)C (dimethyl sulfoxide). Reaction conditions: time 1 hour. Yields the product N=1SC=C2C1C=CC=C2C2C(C2)C(=O)OCC (ethyl 2-(2,1-benzisothiazol-4-yl)cyclopropanecarboxylate). Isolated yield 53.0%. Reaction SMILES: [H-].[Na+].[I-].[CH3:4][S+](C)(C)=O.[N:9]1[S:10][CH:11]=[C:12]2[C:17](/[CH:18]=[CH:19]/[C:20]([O:22][CH2:23][CH3:24])=[O:21])=[CH:16][CH:15]=[CH:14][C:13]=12.O>CS(C)=O>[N:9]1[S:10][CH:11]=[C:12]2[C:17]([CH:18]3[CH2:4][CH:19]3[C:20]([O:22][CH2:23][CH3:24])=[O:21])=[CH:16][CH:15]=[CH:14][C:13]=12 |f:0.1,2.3|. Reported procedure: Under nitrogen atmosphere, to a suspension of sodium hydride (60%, 1.08 g, 24.7 mmol) in dimethyl sulfoxide (100 mL) was added a solution of trimethylsulfoxonium iodide (5.43 g, 24.7 mmol) in dimethyl sulfoxide (100 mL) at 0° C., and the mixture was stirred at room temperature for 1 hr. To the reaction mixture was added a solution of ethyl(2E)-3-(2,1-benzisothiazol-4-yl)acrylate (4.80 g, 20.6 mmol) in dimethyl sulfoxide (200 mL) at 0° C., and the mixture was stirred at room temperature for 12 hr... The reactants are CCOC(=O)c1cccc(NC(=O)NCC(=O)N2C(C(=O)OC(C)(C)C)CC(C(=O)N3CCCC(C)(C)C3)C2c2ccccc2)c1, CO, [K+], [OH-], O. The product is CC1(C)CCCN(C(=O)C2CC(C(=O)OC(C)(C)C)N(C(=O)CNC(=O)Nc3cccc(C(=O)O)c3)C2c2ccccc2)C1. RXN SMILES: [CH3:1][C:2]1([CH3:46])[CH2:3][N:4]([C:8](=[O:9])[CH:10]2[CH2:11][CH:12]([C:39](=[O:40])[O:41][C:42]([CH3:43])([CH3:44])[CH3:45])[N:13]([C:21]([CH2:22][NH:23][C:24](=[O:25])[NH:26][c:27]3[cH:28][c:29]([C:33](=[O:34])[O:35][CH2:36][CH3:37])[cH:30][cH:31][cH:32]3)=[O:38])[CH:14]2[c:15]2[cH:16][cH:17][cH:18][cH:19][cH:20]2)[CH2:5][CH2:6][CH2:7]1.[CH3:50][OH:51].[K+:48].[OH-:47].[OH2:49]>>[CH3:1][C:2]1([CH3:46])[CH2:3][N:4]([C:8](=[O:9])[CH:10]2[CH2:11][CH:12]([C:39](=[O:40])[O:41][C:42]([CH3:43])([CH3:44])[CH3:45])[N:13]([C:21]([CH2:22][NH:23][C:24](=[O:25])[NH:26][c:27]3[cH:28][c:29]([C:33](=[O:34])[OH:35])[cH:30][cH:31][cH:32]3)=[O:38])[CH:14]2[c:15]2[cH:16][cH:17][cH:18][cH:19][cH:20]2)[CH2:5][CH2:6][CH2:7]1. Reactants: CN[C@@H]1[C@]2(C)[C@@H](C[C@H]1O)[C@@H]1CCC=3C=C(C=CC3[C@H]1CC2)O (17β-methylamino-oestra-1,3,5(10)-triene-3,16α-diol), CS(=O)(=O)O (methanesulphonic acid). The product is CS(=O)(=O)O.CN[C@@H]1[C@]2(C)[C@@H](C[C@H]1O)[C@@H]1CCC=3C=C(C=CC3[C@H]1CC2)O (17β-Methylamino-oestra-1,3,5(10)-triene-3,16α-diol methanesulphonate). As a reaction SMILES: [CH3:1][NH:2][C@H:3]1[C@H:8]([OH:9])[CH2:7][C@H:6]2[C@H:10]3[C@H:19]([CH2:20][CH2:21][C@:4]12[CH3:5])[C:18]1[CH:17]=[CH:16][C:15]([OH:22])=[CH:14][C:13]=1[CH2:12][CH2:11]3.[CH3:23][S:24]([OH:27])(=[O:26])=[O:25]>>[CH3:23][S:24]([OH:27])(=[O:26])=[O:25].[CH3:1][NH:2][C@H:3]1[C@H:8]([OH:9])[CH2:7][C@H:6]2[C@H:10]3[C@H:19]([CH2:20][CH2:21][C@:4]12[CH3:5])[C:18]1[CH:17]=[CH:16][C:15]([OH:22])=[CH:14][C:13]=1[CH2:12][CH2:11]3 |f:2.3|. Procedure details: In a similar way as described in Example XXIV 17β-methylamino-oestra-1,3,5(10)-triene-3,16α-diol was reacted with methanesulphonic acid to give the title compound, m.p. 268°-270° C.; [α]D +43.8° (c 1.05 in EtOH). The reactants are C(C)OC=1C(=CC2=C(C=CC(O2)=O)C1)O (6-ethoxy-7-hydroxy-2H-1-benzopyran-2-one), ClCCCO (3-chloro-1-propanol), C(C)(C)O (isopropanol). Run in CC(C)(C)OC (TBME). Product: C(C)OC=1C(=CC2=C(C=CC(O2)=O)C1)OCCCO (6-ethoxy-7-(3-hydroxypropoxy)-2H-1-benzopyran-2-one). The yield is 69.0%. Reaction SMILES: [CH2:1]([O:3][C:4]1[C:5]([OH:15])=[CH:6][C:7]2[O:12][C:11](=[O:13])[CH:10]=[CH:9][C:8]=2[CH:14]=1)[CH3:2].Cl[CH2:17][CH2:18][CH2:19][OH:20].C(O)(C)C>CC(OC)(C)C>[CH2:1]([O:3][C:4]1[C:5]([O:15][CH2:17][CH2:18][CH2:19][OH:20])=[CH:6][C:7]2[O:12][C:11](=[O:13])[CH:10]=[CH:9][C:8]=2[CH:14]=1)[CH3:2]. Procedure: Method K; starting materials: 6-ethoxy-7-hydroxy-2H-1-benzopyran-2-one and 3-chloro-1-propanol; yield 69%; fusion point 96°-98° C. (from isopropanol and TBME). As a reaction SMILES: [CH:1](=O)[CH3:2].[CH:4]1([NH2:11])[CH2:10][CH2:9][CH2:8][CH2:7][CH2:6][CH2:5]1.[OH-].[K+]>>[CH:1](=[N:11][CH:4]1[CH2:10][CH2:9][CH2:8][CH2:7][CH2:6][CH2:5]1)[CH3:2] |f:2.3|. Reported procedure: 90% Acetaldehyde (19.55 g) was added dropwise to cycloheptylamine (45.28 g) with ice bath cooling over about 2 hours. After the completion of the dropwise addition, potassium hydroxide, in solid form, was added and the organic layer was separated by a separatory funnel. This liquid was distilled under reduced pressure to obtain pure N-ethylidenecycloheptylamine (47.92 g). b.p. 100°-104° C./106.4 mbar. Isolated yield 86.0%. Product: C(C)=NC1CCCCCC1 (N-ethylidenecycloheptylamine). The reactants are C(C)=O (Acetaldehyde), C1(CCCCCC1)N (cycloheptylamine), [OH-].[K+] (potassium hydroxide). The reactants are [Cl-] (chloride), BrC1=C(C=C(C=O)C=C1)F (4-Bromo-3-fluorobenzaldehyde), [Cl-] (chloride), C1CCOC1 (THF), C1CCOC1 (THF). Conditions: time 1 hour. Yields the product BrC1=C(C=C(C=C1)C(CC=C)O)F ((±)-4-Bromo-3-fluoro-1-(1-hydroxy-3-buten-1-yl)benzene). Reaction SMILES: [Br:1][C:2]1[CH:9]=[CH:8][C:5]([CH:6]=[O:7])=[CH:4][C:3]=1[F:10].[Cl-].[CH2:12]1[CH2:16]OC[CH2:13]1>>[Br:1][C:2]1[CH:9]=[CH:8][C:5]([CH:6]([OH:7])[CH2:16][CH:12]=[CH2:13])=[CH:4][C:3]=1[F:10]. Procedure details: To a solution of the aldehyde from Step F (7.97 g, 39.1 mmol) in 40 mL of THF at −78° C. under argon was added dropwise a solution of allymagnesium chloride in THF (23.4 mL, 46.9 mmol, 2M). After one hour, another portion of allymagnesium chloride solution was added (5 mL, 10 mmol). After an additional 30 minutes, the solution was quenched with saturated aqueous ammonium chloride, warmed to room temperature, and poured into ethyl acetate. The solution was washed with washed with sat. aq. NaHCO3 ...